Dataset: the Open Reaction Database (ORD), a public repository of structured organic reaction records. Task: describe an organic reaction: reactants, conditions, products, and yield Reactants: OC1=C(C=C(C=C1)CC(C)=O)OC (3-(4-hydroxy-3-methoxyphenyl)-2-propanone), mixture 90/10, BrCCC(C(=O)OCC)NC(=O)OCC1=CC=CC=C1 (ethyl 4-bromo-2-[[(phenylmethoxy)carbonyl]amino]butanoate), Br.N1C(=NCC1)NN (4,5-dihydro-1H-imidazol-2-yl-hydrazine hydrobromide). Solvent: CO (methanol). Product: N1C(=NCC1)NN=C(CC1=CC(=C(C=C1)OCC[C@H](NC(=O)OCC1=CC=CC=C1)C(=O)O)OC)C (O-[4-[2-[(4,5-Dihydro-1H-imidazol-2-yl)hydrazono]propyl]-2-methoxyphenyl]-N-[(phenylmethoxy)carbonyl]-homoserine). The yield is 0.8%. As a reaction SMILES: [OH:1][C:2]1[CH:7]=[CH:6][C:5]([CH2:8][C:9](=O)[CH3:10])=[CH:4][C:3]=1[O:12][CH3:13].Br[CH2:15][CH2:16][CH:17]([NH:23][C:24]([O:26][CH2:27][C:28]1[CH:33]=[CH:32][CH:31]=[CH:30][CH:29]=1)=[O:25])[C:18]([O:20]CC)=[O:19].Br.[NH:35]1[CH2:39][CH2:38][N:37]=[C:36]1[NH:40][NH2:41]>CO>[NH:37]1[CH2:38][CH2:39][N:35]=[C:36]1[NH:40][N:41]=[C:9]([CH3:10])[CH2:8][C:5]1[CH:6]=[CH:7][C:2]([O:1][CH2:15][CH2:16][C@@H:17]([C:18]([OH:20])=[O:19])[NH:23][C:24]([O:26][CH2:27][C:28]2[CH:29]=[CH:30][CH:31]=[CH:32][CH:33]=2)=[O:25])=[C:3]([O:12][CH3:13])[CH:4]=1 |f:2.3|. Reported procedure: The operation is carried out as in Example 1 Stages A, B and C but using 900 mg of 3-(4-hydroxy-3-methoxyphenyl)-2-propanone and 1.80 g of ethyl 4-bromo-2-[[(phenylmethoxy)carbonyl]amino]butanoate (Stage A) then, during Stage B, 1.47 g of 4,5-dihydro-1H-imidazol-2-yl-hydrazine hydrobromide. The saponificaton stage is carried out in the presence of soda in methanol. 20 mg of expected product is obtained in the form of an E/7 mixture 90/10 Starting materials: O=[N+]([O-])c1ccc(N(Cc2ccc(Br)cc2)n2cnnc2)cc1, CCO, [H][H]. Yields the product Nc1ccc(N(Cc2ccc(Br)cc2)n2cnnc2)cc1. Reaction SMILES: [Br:1][c:2]1[cH:3][cH:4][c:5]([CH2:6][N:7]([c:8]2[cH:9][cH:10][c:11]([N+:14]([O-:15])=[O:16])[cH:12][cH:13]2)[n:17]2[cH:18][n:19][n:20][cH:21]2)[cH:22][cH:23]1.[CH3:26][CH2:27][OH:28].[H:24][H:25]>>[Br:1][c:2]1[cH:3][cH:4][c:5]([CH2:6][N:7]([c:8]2[cH:9][cH:10][c:11]([NH2:14])[cH:12][cH:13]2)[n:17]2[cH:18][n:19][n:20][cH:21]2)[cH:22][cH:23]1.